This data is from the Open Reaction Database (ORD), a public repository of structured organic reaction records. The task is: describe an organic reaction: reactants, conditions, products, and yield Starting materials: C1(=CC=CC=C1)S(=O)(=O)Cl (benzenesulfonyl chloride), C(C)(C)N(CC)C(C)C (diisopropylethylamine), N[C@@H](CC1=CC=C(OCCCC(=O)O)C=C1)C(=O)OC(C)(C)C (4-[4-((2S)-2-amino-2-tert-butoxycarbonyl-ethyl)-phenoxy]-butyric acid). Solvent: CN(C)C=O (DMF). Run at temperature 0 celsius, time 2 hour. The product is C1(=CC=CC=C1)S(=O)(=O)N[C@@H](CC1=CC=C(OCCCC(=O)O)C=C1)C(=O)OC(C)(C)C (4-[4-((2S)-2-Benzenesulfonylamino-2-tert-butoxycarbonyl-ethyl)-phenoxy]-butyric acid). As a reaction SMILES: [NH2:1][C@H:2]([C:17]([O:19][C:20]([CH3:23])([CH3:22])[CH3:21])=[O:18])[CH2:3][C:4]1[CH:16]=[CH:15][C:7]([O:8][CH2:9][CH2:10][CH2:11][C:12]([OH:14])=[O:13])=[CH:6][CH:5]=1.[C:24]1([S:30](Cl)(=[O:32])=[O:31])[CH:29]=[CH:28][CH:27]=[CH:26][CH:25]=1.C(N(C(C)C)CC)(C)C>CN(C=O)C>[C:24]1([S:30]([NH:1][C@H:2]([C:17]([O:19][C:20]([CH3:23])([CH3:22])[CH3:21])=[O:18])[CH2:3][C:4]2[CH:16]=[CH:15][C:7]([O:8][CH2:9][CH2:10][CH2:11][C:12]([OH:14])=[O:13])=[CH:6][CH:5]=2)(=[O:32])=[O:31])[CH:29]=[CH:28][CH:27]=[CH:26][CH:25]=1. Procedure: 224.5 mg of 4-[4-((2S)-2-amino-2-tert-butoxycarbonyl-ethyl)-phenoxy]-butyric acid were dissolved in 2 ml of DMF and cooled to 0° C. 207 mg of benzenesulfonyl chloride and 303 mg of diisopropylethylamine were added and the reaction mixture was stirred at 0° C. for 2 hours. The reaction mixture was cooled to −25° C. for 16 hours and then warmed to room temperature. The reaction was quenched by the addition of water, and the mixture was extracted three times with dichloromethane. The combined organ... Reactants: NC=1SC(=C(N1)C(=O)N1[C@H]2C[C@H]2C[C@H]1CN)C1=CC(=CC=C1)F ([2-amino-5-(3-fluoro-phenyl)-thiazol-4-yl]-((1S,3S,5S)-3-aminomethyl-2-aza-bicyclo[3.1.0]hex-2-yl)-methanone), CC=1OC(=C(N1)C(=O)O)C (2,5-dimethyl-oxazole-4-carboxylic acid). Product: NC=1SC(=C(N1)C(=O)N1[C@H]2C[C@H]2C[C@H]1CNC(=O)C=1N=C(OC1C)C)C1=CC(=CC=C1)F (2,5-dimethyl-oxazole-4-carboxylic acid {(1S,3S,5S)-2-[2-amino-5-(3-fluoro-phenyl)-thiazole-4-carbonyl]-2-aza-bicyclo[3.1.0]hex-3-ylmethyl}-amide). As a reaction SMILES: [NH2:1][C:2]1[S:3][C:4]([C:17]2[CH:22]=[CH:21][CH:20]=[C:19]([F:23])[CH:18]=2)=[C:5]([C:7]([N:9]2[C@H:14]([CH2:15][NH2:16])[CH2:13][C@H:12]3[C@@H:10]2[CH2:11]3)=[O:8])[N:6]=1.[CH3:24][C:25]1[O:26][C:27]([CH3:33])=[C:28]([C:30](O)=[O:31])[N:29]=1>>[NH2:1][C:2]1[S:3][C:4]([C:17]2[CH:22]=[CH:21][CH:20]=[C:19]([F:23])[CH:18]=2)=[C:5]([C:7]([N:9]2[C@H:14]([CH2:15][NH:16][C:30]([C:28]3[N:29]=[C:25]([CH3:24])[O:26][C:27]=3[CH3:33])=[O:31])[CH2:13][C@H:12]3[C@@H:10]2[CH2:11]3)=[O:8])[N:6]=1. Procedure details: prepared by reaction of [2-amino-5-(3-fluoro-phenyl)-thiazol-4-yl]-((1S,3S,5S)-3-aminomethyl-2-aza-bicyclo[3.1.0]hex-2-yl)-methanone with 2,5-dimethyl-oxazole-4-carboxylic acid. LC-MS (basic): tR=0.78 min; [M+H]+=456.1.